This data is from the Open Reaction Database (ORD), a public repository of structured organic reaction records. The task is: describe an organic reaction: reactants, conditions, products, and yield Reactants: C=C1N(C(OC12CCNCC2)=O)C2=CC=CC=C2 (4-methylene-2-oxo-3-phenyl-1-oxa-3,8-diazaspiro[4,5]decane), FC1=CC=C(C=C1)C(=CCCCl)C1=CC=C(C=C1)F (4,4-bis(4-fluorophenyl)-3-butenyl chloride), [I-].[K+] (potassium iodide), C([O-])([O-])=O.[K+].[K+] (potassium carbonate). Run in C(C(C)C)C(=O)C (methyl isobutyl ketone). Reaction conditions: time 12 hour. Yields the product FC1=CC=C(C=C1)C(=CCCN1CCC2(C(N(C(O2)=O)C2=CC=CC=C2)=C)CC1)C1=CC=C(C=C1)F (8-[4,4-bis(4-fluorophenyl)-3-butenyl]-4-methylene-2-oxo-3-phenyl-1-oxa-3,8-diazaspiro[4,5]decane). Yield: 83.5%. Reaction SMILES: [CH2:1]=[C:2]1[C:6]2([CH2:11][CH2:10][NH:9][CH2:8][CH2:7]2)[O:5][C:4](=[O:12])[N:3]1[C:13]1[CH:18]=[CH:17][CH:16]=[CH:15][CH:14]=1.[F:19][C:20]1[CH:25]=[CH:24][C:23]([C:26]([C:31]2[CH:36]=[CH:35][C:34]([F:37])=[CH:33][CH:32]=2)=[CH:27][CH2:28][CH2:29]Cl)=[CH:22][CH:21]=1.[I-].[K+].C(=O)([O-])[O-].[K+].[K+]>C(C(C)=O)C(C)C>[F:19][C:20]1[CH:21]=[CH:22][C:23]([C:26]([C:31]2[CH:32]=[CH:33][C:34]([F:37])=[CH:35][CH:36]=2)=[CH:27][CH2:28][CH2:29][N:9]2[CH2:10][CH2:11][C:6]3([O:5][C:4](=[O:12])[N:3]([C:13]4[CH:18]=[CH:17][CH:16]=[CH:15][CH:14]=4)[C:2]3=[CH2:1])[CH2:7][CH2:8]2)=[CH:24][CH:25]=1 |f:2.3,4.5.6|. Procedure: A mixture containing 8.4 g of 4-methylene-2-oxo-3-phenyl-1-oxa-3,8-diazaspiro[4,5]decane, 18.4 g of 4,4-bis(4-fluorophenyl)-3-butenyl chloride, 0.3 g of potassium iodide, 9.2 g of anhydrous potassium carbonate and 81 ml of methyl isobutyl ketone is mildly refluxed under argon while stirring for 12 hours. After cooling down and filtering off the inorganic salts, the precipitate is washed with methyl isobutyl ketone, the filtrate is washed with water to neutral, dried over anhydrous magnesium sulf... Reactants: OCC(O)CO (glycerol), OH, CC(=O)OCC(CO)O (monoacetin), CC(=O)OCC(CO)OC(=O)C (diacetin). Run in O (water). The product is CC(OCC(OC(C)=O)COC(C)=O)=O (triacetin). As a reaction SMILES: [OH:1][CH2:2][CH:3](CO)O.CC(OCC(O)CO)=O.[CH3:16][C:17]([O:19][CH2:20][CH:21]([O:24][C:25]([CH3:27])=[O:26])[CH2:22][OH:23])=[O:18]>O>[CH3:16][C:17](=[O:18])[O:19][CH2:20][CH:21]([CH2:22][O:23][C:2](=[O:1])[CH3:3])[O:24][C:25](=[O:26])[CH3:27]. Reported procedure: When the reaction is performed correctly, the reaction product contains only traces of glycerol, monoacetin, diacetin and water, so that the OH number normally lies below 1. Pure triacetin can be obtained readily by distillation in a rectification column of the obtained crude product, since, at atmospheric pressure, acetic acid boils at about 118° C., acetic acid anhydride boils at about 140° C., and glyceryl triacetate (triacetin) boils at about 258° C. Any catalyst that may still be present re... The reactants are FC1=CC=C(C=C1)N1C(C(CCCC1)C(=O)OCC1=CC=CC=C1)=O (benzyl 1-(4-fluorophenyl)-2-oxoazepane-3-carboxylate). Reagents/catalysts: [Pd] (Pd/C). Run in CO (MeOH). Reaction conditions: time 4 hour. Yields the product FC1=CC=C(C=C1)N1C(C(CCCC1)C(=O)O)=O (1-(4-fluorophenyl)-2-oxoazepane-3-carboxylic acid). Isolated yield 39.8%. RXN SMILES: [F:1][C:2]1[CH:7]=[CH:6][C:5]([N:8]2[CH2:14][CH2:13][CH2:12][CH2:11][CH:10]([C:15]([O:17]CC3C=CC=CC=3)=[O:16])[C:9]2=[O:25])=[CH:4][CH:3]=1>CO.[Pd]>[F:1][C:2]1[CH:7]=[CH:6][C:5]([N:8]2[CH2:14][CH2:13][CH2:12][CH2:11][CH:10]([C:15]([OH:17])=[O:16])[C:9]2=[O:25])=[CH:4][CH:3]=1. Reported procedure: A mixture of benzyl 1-(4-fluorophenyl)-2-oxoazepane-3-carboxylate (1 g, 3 mmol) and Pd/C (0.1 g, 10% wet) was stirred in MeOH (5 mL) under a H2 atmosphere. After 4 hours, the catalyst was removed by filtration through a pad of silica gel with MeOH. Solvent was evaporated to afford the product (0.3 g, 41% yield) as a white solid. LRMS (APCI pos) m/e 251.8 (M+1). Starting materials: C(C(=O)Cl)(=O)Cl (oxalyl chloride), ClCl (Cl2), OC[C@H]1N(CCC1)C(=O)OC(C)(C)C ((S)-2-(hydroxymethyl)-1-pyrrolidinecarboxylic acid, 1,1-dimethylethyl ester), ClCl (Cl2), CS(=O)C (DMSO). The solvent is CCOC(=O)C (EtOAc), CCCCCC (hexane). Run at temperature -78 celsius, time 40 minute. Yields the product C(=O)[C@H]1N(CCC1)C(=O)OC(C)(C)C ((S)-2-Formyl-1-pyrrolidinecarboxylic acid, 1,1-dimethylethyl ester). Yield: 84.0%. Reaction SMILES: C(Cl)(=O)C(Cl)=O.ClCl.CS(C)=O.[OH:13][CH2:14][C@@H:15]1[CH2:19][CH2:18][CH2:17][N:16]1[C:20]([O:22][C:23]([CH3:26])([CH3:25])[CH3:24])=[O:21]>CCCCCC.CCOC(C)=O>[CH:14]([C@@H:15]1[CH2:19][CH2:18][CH2:17][N:16]1[C:20]([O:22][C:23]([CH3:26])([CH3:25])[CH3:24])=[O:21])=[O:13]. Procedure details: To a solution of oxalyl chloride (28 mL, 56.2 mmol) in 14 mL dry CH2 Cl2 cooled at -78° C. (a dry ice acetone bath) was added 12 mL dry DMSO over 40 minutes. The reaction was stirred at -74° C. for additional 40 minutes and (S)-2-(hydroxymethyl)-1-pyrrolidinecarboxylic acid, 1,1-dimethylethyl ester, (5.40 g, 26.86 mmol) in 14 mL CH2 Cl2 was added dropwise at -65° C. over 30 minutes. The reaction stirred additional 20 minutes at room temperature and partitioned between Et2O and H2O. The Et2O laye... Reactants: O=[O+][O-] (ozone), C(C)(=O)OCC.CCCCCC (ethyl acetate hexane), O=[O+][O-] (ozone), C(C=CC)C1C(C2=C(C=CC=C2C1)OC)=O ((RS)-2-(2-buten-1-yl)-7-methoxy-1-indanone). The solvent is ClCCl (dichloromethane), CO (methanol). Conditions: time 45 minute. Product: O=CCC1C(C2=C(C=CC=C2C1)OC)=O ((RS)-2-(2-oxoethyl)-7-methoxy-1-indanone). Yield: 71.0%. Reaction SMILES: O=[O+][O-].[CH2:4]([CH:8]1[CH2:16][C:15]2[C:10](=[C:11]([O:17][CH3:18])[CH:12]=[CH:13][CH:14]=2)[C:9]1=[O:19])[CH:5]=CC.C(OCC)(=[O:22])C.CCCCCC>ClCCl.CO>[O:22]=[CH:5][CH2:4][CH:8]1[CH2:16][C:15]2[C:10](=[C:11]([O:17][CH3:18])[CH:12]=[CH:13][CH:14]=2)[C:9]1=[O:19] |f:2.3|. Procedure details: An ozone stream (3 g ozone/hour) was conducted while stirring for 45 minutes through a solution, cooled to -70°, of 9.9 g of (RS)-2-(2-buten-1-yl)-7-methoxy-1-indanone in 200 ml of anhydrous dichloromethane and 100 ml of anhydrous methanol. Subsequently, the solution was flushed with oxygen for 5 minutes and with argon for 10 minutes. After the addition of 5 ml of dimethyl sulfide, the mixture was stirred at room temperature for 16 hours. The reaction mixture was evaporated in a vacuum. The resi... The reactants are Compound 1, FC(C(F)(F)F)(C(F)(F)F)C=1C=CC(=C(C=O)C1)OC (5-(1,2,2,2-Tetrafluoro-1-(trifluoromethyl)ethyl)-2-methoxybenzaldehyde), Cl.Cl.FC1=C(CN[C@@H]2[C@@H](NCCC2)C2=CC=CC=C2)C=C(C=C1)C(F)(F)F ((2S, 3S )-3-(2-Fluoro-5-(trifluoromethyl)benzyl)amino-2-phenylpiperidine dihydrochloride). Product: Cl.Cl.C1(=CC=CC=C1)[C@@H]1NCCC[C@@H]1NCC1=C(C=CC(=C1)C(C(F)(F)F)(C(F)(F)F)F)OC ((2S, 3S)-2-Phenyl-3-(5-(1,2,2,2-tetrafluoro-1-(trifluoromethyl)ethyl)-2-methoxybenzyl)aminopiperidine dihydrochloride). RXN SMILES: [F:1][C:2]([C:11]1[CH:12]=[CH:13][C:14]([O:19][CH3:20])=[C:15]([CH:18]=1)[CH:16]=O)([C:7]([F:10])([F:9])[F:8])[C:3]([F:6])([F:5])[F:4].[ClH:21].Cl.FC1C=CC(C(F)(F)F)=CC=1C[NH:27][C@H:28]1[CH2:33][CH2:32][CH2:31][NH:30][C@H:29]1[C:34]1[CH:39]=[CH:38][CH:37]=[CH:36][CH:35]=1>>[ClH:21].[ClH:21].[C:34]1([C@H:29]2[C@@H:28]([NH:27][CH2:16][C:15]3[CH:18]=[C:11]([C:2]([F:1])([C:3]([F:6])([F:5])[F:4])[C:7]([F:9])([F:8])[F:10])[CH:12]=[CH:13][C:14]=3[O:19][CH3:20])[CH2:33][CH2:32][CH2:31][NH:30]2)[CH:35]=[CH:36][CH:37]=[CH:38][CH:39]=1 |f:1.2.3,4.5.6|. Procedure: This compound was prepared from Compound 1 and Compound 17 in the same manner of Compound 2. The reactants are ClC1=CC=C(CC2CNC2)C=C1 (3-(4-chloro-benzyl)-azetidine), C(C)(C)(C)OC(NCCCBr)=O ((3-bromo-propyl)-carbamic acid tert-butyl ester), C(C)(C)N(CC)C(C)C (diisopropylethylamine). The solvent is CN(C=O)C (dimethylformamide). Product: C(C)(C)(C)OC(NCCCN1CC(C1)CC1=CC=C(C=C1)Cl)=O ({3-[3-(4-Chloro-benzyl)-azetidin-1-yl]-propyl]-carbamic acid tert-butyl ester). Reaction SMILES: [Cl:1][C:2]1[CH:12]=[CH:11][C:5]([CH2:6][CH:7]2[CH2:10][NH:9][CH2:8]2)=[CH:4][CH:3]=1.[C:13]([O:17][C:18](=[O:24])[NH:19][CH2:20][CH2:21][CH2:22]Br)([CH3:16])([CH3:15])[CH3:14].C(N(C(C)C)CC)(C)C>CN(C)C=O>[C:13]([O:17][C:18](=[O:24])[NH:19][CH2:20][CH2:21][CH2:22][N:9]1[CH2:8][CH:7]([CH2:6][C:5]2[CH:4]=[CH:3][C:2]([Cl:1])=[CH:12][CH:11]=2)[CH2:10]1)([CH3:16])([CH3:15])[CH3:14]. Procedure details: A solution of 3-(4-chloro-benzyl)-azetidine (1.0 g, 5.50 mmol), (3-bromo-propyl)-carbamic acid tert-butyl ester (1.31 g, 5.50 mmol) and diisopropylethylamine (1.91 ml, 11.0 mmol) in dry dimethylformamide (20 ml) is stirred at ambient temperature for 18 hours. The reaction mixture is partitioned between ethylacetate and water. The organic phase is washed with water and brine, dried over magnesium sulphate and evaporated. The crude product is purified by flash silica chromatography using 5% methan...